Dataset: the Open Reaction Database (ORD), a public repository of structured organic reaction records. Task: describe an organic reaction: reactants, conditions, products, and yield Reactants: C(C)(C)(C)OC(N[C@](CO)(C)C1=CC2=CC=C(C(=C2C=C1)C(F)(F)F)OC1CCC(CC1)C1CCCC1)=O ({(R)-1-[6-(4-Cyclopentyl-cyclohexyloxy)-5-trifluoromethyl-naphthalen-2-yl]-2-hydroxy-1-methyl-ethyl}-carbamic acid tert-butyl ester), N1N=NN=C1 (1H-tetrazole), O1CCCC1 (tetrahydrofuran), C(C)N(P(OC(C)(C)C)OC(C)(C)C)CC (di-tert-butyl N,N-Diethylphosphoramidite). Solvent: C(Cl)Cl (DCM). The product is C(C)(C)(C)OC(N[C@](COP(=O)(OC(C)(C)C)OC(C)(C)C)(C)C1=CC2=CC=C(C(=C2C=C1)C(F)(F)F)OC1CCC(CC1)C1CCCC1)=O ([(R)-1-[6-(4-Cyclopentyl-cyclohexyloxy)-5-trifluoromethyl-naphthalen-2-yl]-2-(di-tert-butoxy-phosphoryloxy)-1-methyl-ethyl]-carbamic acid tert-butyl ester). Isolated yield 82.4%. RXN SMILES: [C:1]([O:5][C:6](=[O:38])[NH:7][C@@:8]([C:12]1[CH:21]=[CH:20][C:19]2[C:14](=[CH:15][CH:16]=[C:17]([O:26][CH:27]3[CH2:32][CH2:31][CH:30]([CH:33]4[CH2:37][CH2:36][CH2:35][CH2:34]4)[CH2:29][CH2:28]3)[C:18]=2[C:22]([F:25])([F:24])[F:23])[CH:13]=1)([CH3:11])[CH2:9][OH:10])([CH3:4])([CH3:3])[CH3:2].N1C=NN=N1.[O:44]1CCCC1.C(N(CC)[P:52]([O:58][C:59]([CH3:62])([CH3:61])[CH3:60])[O:53][C:54]([CH3:57])([CH3:56])[CH3:55])C>C(Cl)Cl>[C:1]([O:5][C:6](=[O:38])[NH:7][C@@:8]([C:12]1[CH:21]=[CH:20][C:19]2[C:14](=[CH:15][CH:16]=[C:17]([O:26][CH:27]3[CH2:28][CH2:29][CH:30]([CH:33]4[CH2:34][CH2:35][CH2:36][CH2:37]4)[CH2:31][CH2:32]3)[C:18]=2[C:22]([F:24])([F:25])[F:23])[CH:13]=1)([CH3:11])[CH2:9][O:10][P:52]([O:53][C:54]([CH3:55])([CH3:56])[CH3:57])([O:58][C:59]([CH3:60])([CH3:61])[CH3:62])=[O:44])([CH3:2])([CH3:3])[CH3:4]. Procedure: To a solution of {(R)-1-[6-(4-Cyclopentyl-cyclohexyloxy)-5-trifluoromethyl-naphthalen-2-yl]-2-hydroxy-1-methyl-ethyl}-carbamic acid tert-butyl ester (11 mg, 0.000020 mol) and 1H-tetrazole (14 mg, 0.00020 mol) in tetrahydrofuran (3 mL, 0.04 mol) was added di-tert-butyl N,N-Diethylphosphoramidite (28 μL, 0.00010 mol) at RT. The reaction was then quenched with 10% NaS2O3 in saturated sodium bicarbonate, extracted with EtOAc, washed with saturated sodium chloride and then dried with Na2SO4. The dryi... Reactants: CCC(CC)(c1ccc(CCC(O)C(C)(C)C)c(C)c1)c1ccc(-c2ccc(C(N)C(=O)OC)cc2)c(C)c1, CO, [Na+], C1CCOC1, [OH-]. Yields the product CCC(CC)(c1ccc(CCC(O)C(C)(C)C)c(C)c1)c1ccc(-c2ccc(C(N)C(=O)O)cc2)c(C)c1. Reaction SMILES: [CH3:3][O:4][C:5]([CH:6]([c:7]1[cH:8][cH:9][c:10](-[c:13]2[c:14]([CH3:39])[cH:15][c:16]([C:19]([CH2:20][CH3:21])([c:22]3[cH:23][c:24]([CH3:36])[c:25]([CH2:28][CH2:29][CH:30]([C:31]([CH3:32])([CH3:33])[CH3:34])[OH:35])[cH:26][cH:27]3)[CH2:37][CH3:38])[cH:17][cH:18]2)[cH:11][cH:12]1)[NH2:40])=[O:41].[CH3:47][OH:48].[Na+:2].[O:42]1[CH2:43][CH2:44][CH2:45][CH2:46]1.[OH-:1]>>[O:4]=[C:5]([CH:6]([c:7]1[cH:8][cH:9][c:10](-[c:13]2[c:14]([CH3:39])[cH:15][c:16]([C:19]([CH2:20][CH3:21])([c:22]3[cH:23][c:24]([CH3:36])[c:25]([CH2:28][CH2:29][CH:30]([C:31]([CH3:32])([CH3:33])[CH3:34])[OH:35])[cH:26][cH:27]3)[CH2:37][CH3:38])[cH:17][cH:18]2)[cH:11][cH:12]1)[NH2:40])[OH:41]. Reactants: C(C)OC(=O)C1=C(N(C(=C1)C1=CC=CC=C1)C1=CC=C(C=C1)[N+](=O)[O-])C (2-Methyl-1-(4-nitrophenyl)-5-phenyl-1H-pyrrole-3-carboxylic Acid Ethyl Ester), solution, C(C)(=O)OCC (ethyl acetate). Reagents/catalysts: [Pd] (Pd/C). Solvent: C(C)O (ethanol). Yields the product C(C)OC(=O)C1=C(N(C(=C1)C1=CC=CC=C1)C1=CC=C(C=C1)N)C (1-(4-Aminophenyl)-2-methyl-5-phenyl-1H-pyrrole-3-carboxylic Acid Ethyl Ester). Reaction SMILES: [CH2:1]([O:3][C:4]([C:6]1[CH:10]=[C:9]([C:11]2[CH:16]=[CH:15][CH:14]=[CH:13][CH:12]=2)[N:8]([C:17]2[CH:22]=[CH:21][C:20]([N+:23]([O-])=O)=[CH:19][CH:18]=2)[C:7]=1[CH3:26])=[O:5])[CH3:2].C(OCC)(=O)C>C(O)C.[Pd]>[CH2:1]([O:3][C:4]([C:6]1[CH:10]=[C:9]([C:11]2[CH:16]=[CH:15][CH:14]=[CH:13][CH:12]=2)[N:8]([C:17]2[CH:18]=[CH:19][C:20]([NH2:23])=[CH:21][CH:22]=2)[C:7]=1[CH3:26])=[O:5])[CH3:2]. Reported procedure: 2-Methyl-1-(4-nitro-phenyl)-5-phenyl-1H-pyrrole-3-carboxylic acid ethyl ester of Example 33 (2 mmol, 0.8 g) was dissolved 50% solution of ethyl acetate in ethanol, and treated with Pd/C (0.088 g). The mixture was hydrogenated with H2 (g) at 45 psi. Upon completion of the reaction, the mixture was filtered through Celite and the solvents removed under vacuum. This material was purified over silica gel to yield the named product. Starting materials: [H][H] (hydrogen), C(C1=CC=CC=C1)O[C@@H]1C(=C[C@@H](C1)O[Si](C)(C)C)COCC1=CC=CC=C1 (((1R,4S)-4-(benzyloxy)-3-(benzyloxymethyl)cyclopent-2-enyloxy)trimethylsilane), Cl (hydrochloric acid). Solvent: O (water), O1CCCC1 (tetrahydrofuran), [Pd] (Pd), C(C)(=O)OCC (ethyl acetate). Conditions: time 18 hour. Yields the product C(C1=CC=CC=C1)O[C@H]1C[C@H](C[C@H]1COCC1=CC=CC=C1)O ((1S,3S,4S)-3-(benzyloxy)-4-(benzyloxymethyl)cyclopentanol). Isolated yield 88.1%. As a reaction SMILES: [CH2:1]([O:8][C@H:9]1[CH2:13][C@@H:12]([O:14][Si](C)(C)C)[CH:11]=[C:10]1[CH2:19][O:20][CH2:21][C:22]1[CH:27]=[CH:26][CH:25]=[CH:24][CH:23]=1)[C:2]1[CH:7]=[CH:6][CH:5]=[CH:4][CH:3]=1.[H][H].Cl>O1CCCC1.[Pd].C(OCC)(=O)C.O>[CH2:1]([O:8][C@@H:9]1[C@H:10]([CH2:19][O:20][CH2:21][C:22]2[CH:27]=[CH:26][CH:25]=[CH:24][CH:23]=2)[CH2:11][C@H:12]([OH:14])[CH2:13]1)[C:2]1[CH:3]=[CH:4][CH:5]=[CH:6][CH:7]=1. Procedure: To a solution of ((1R,4S)-4-(benzyloxy)-3-(benzyloxymethyl)cyclopent-2-enyloxy)trimethylsilane (22) (478.00 g, 1.2494 mol) in tetrahydrofuran (9.6 L), Pd, 5 wt % on barium sulfate (265.9 g, 0.1249 mol) was added and the mixture was stirred under 100 psi of hydrogen at ambient temperature for 18 hours, stirring at 200 rpm. HPLC analysis after 18 hours indicated consumption of starting material. The reaction mixture was filtered through a medium frit funnel and the bed was washed with tetrahydrofu...